Task: describe an organic reaction: reactants, conditions, products, and yield. Dataset: the Open Reaction Database (ORD), a public repository of structured organic reaction records Starting materials: Cn1c(=O)c(N)nc2c(Oc3cc(Cl)ncn3)cccc21, CC(c1ccc(F)cc1)N1CCN(c2cc(Oc3cccc4[nH]c(=O)c(N)nc34)ncn2)CC1. The product is CC(c1ccc(F)cc1)N1CCN(c2cc(Oc3cccc4c3nc(N)c(=O)n4C)ncn2)CC1. RXN SMILES: [NH2:1][c:2]1[c:3](=[O:21])[n:4]([CH3:20])[c:5]2[cH:6][cH:7][cH:8][c:9]([O:12][c:13]3[n:14][cH:15][n:16][c:17]([Cl:19])[cH:18]3)[c:10]2[n:11]1.[NH2:22][c:23]1[c:24](=[O:25])[nH:26][c:27]2[c:28]([n:29]1)[c:30]([O:31][c:32]1[cH:33][c:34]([N:40]3[CH2:41][CH2:42][N:43]([CH:46]([CH3:47])[c:48]4[cH:49][cH:50][c:51]([F:54])[cH:52][cH:53]4)[CH2:44][CH2:45]3)[n:35][cH:36][n:37]1)[cH:38][cH:39][cH:55]2>>[NH2:1][c:2]1[c:3](=[O:21])[n:4]([CH3:20])[c:5]2[cH:6][cH:7][cH:8][c:9]([O:12][c:13]3[n:14][cH:15][n:16][c:17]([N:40]4[CH2:41][CH2:42][N:43]([CH:46]([CH3:47])[c:48]5[cH:49][cH:50][c:51]([F:54])[cH:52][cH:53]5)[CH2:44][CH2:45]4)[cH:18]3)[c:10]2[n:11]1. The reactants are CO, [N-]=[N+]=NCc1ccnc(-n2nc(C(F)(F)F)cc2-c2ccco2)c1, O, O, Cl[Sn]Cl. Product: NCc1ccnc(-n2nc(C(F)(F)F)cc2-c2ccco2)c1. As a reaction SMILES: [CH3:30][OH:31].[N:1](=[N+:2]=[N-:3])[CH2:4][c:5]1[cH:6][c:7](-[n:11]2[n:12][c:13]([C:21]([F:22])([F:23])[F:24])[cH:14][c:15]2-[c:16]2[o:17][cH:18][cH:19][cH:20]2)[n:8][cH:9][cH:10]1.[OH2:25].[OH2:26].[Sn:27]([Cl:28])[Cl:29]>>[NH2:1][CH2:4][c:5]1[cH:6][c:7](-[n:11]2[n:12][c:13]([C:21]([F:22])([F:23])[F:24])[cH:14][c:15]2-[c:16]2[o:17][cH:18][cH:19][cH:20]2)[n:8][cH:9][cH:10]1. Starting materials: ( 24 ), C(C)N1CCC(CC1)C=1C(=C(C=CC1)C(C)=O)F (1-[3-(1-ethylpiperidin-4-yl)-2-fluorophenyl]ethanone), ( 28 ), C(C#CC)O (2-butyn-1-ol), [K].CC(C)([O-])C (potassium tertbutoxide), ( 67 ). Run in CS(=O)C (dimethylsulfoxide). Yields the product C(C)N1CCC(CC1)C=1C(=C(C=CC1)C(C)=O)O (1-[3-(1-ETHYLPIPERIDIN-4-YL)-2-HYDROXYPHENYL]ETHANONE). RXN SMILES: [CH2:1]([N:3]1[CH2:8][CH2:7][CH:6]([C:9]2[C:10](F)=[C:11]([C:15](=[O:17])[CH3:16])[CH:12]=[CH:13][CH:14]=2)[CH2:5][CH2:4]1)[CH3:2].C([OH:23])C#CC.[K].CC(C)([O-])C>CS(C)=O>[CH2:1]([N:3]1[CH2:8][CH2:7][CH:6]([C:9]2[C:10]([OH:23])=[C:11]([C:15](=[O:17])[CH3:16])[CH:12]=[CH:13][CH:14]=2)[CH2:5][CH2:4]1)[CH3:2] |f:2.3,^1:23|. Procedure: Preparation according to Example 5: 1-[3-(1-ethylpiperidin-4-yl)-2-fluorophenyl]ethanone (12 mg, 0.048 mmol), dimethylsulfoxide (1 ml), 2-butyn-1-ol (6.7 mg, 0.096 mmol), potassium-tertbutoxide (11 mg, 0.096 mmol). MS m/z (relative intensity, 70 eV) 247 (M+, 57), 232 (bp), 218 (28), 147 (24) 84 (67). Reactants: O=C1CCC(=O)N1Br, O=C(OOC(=O)c1ccccc1)c1ccccc1, ClC(Cl)(Cl)Cl, CCOC(=O)c1sc(-c2ccc(C(F)(F)F)cc2)nc1C. Yields the product CCOC(=O)c1sc(-c2ccc(C(F)(F)F)cc2)nc1CBr. RXN SMILES: [Br:22][N:23]1[C:24](=[O:25])[CH2:26][CH2:27][C:28]1=[O:29].[C:30]([O:31][O:32][C:33](=[O:34])[c:35]1[cH:36][cH:37][cH:38][cH:39][cH:40]1)(=[O:41])[c:42]1[cH:43][cH:44][cH:45][cH:46][cH:47]1.[C:48]([Cl:49])([Cl:50])([Cl:51])[Cl:52].[CH3:1][c:2]1[n:3][c:4](-[c:12]2[cH:13][cH:14][c:15]([C:18]([F:19])([F:20])[F:21])[cH:16][cH:17]2)[s:5][c:6]1[C:7](=[O:8])[O:9][CH2:10][CH3:11]>>[CH2:1]([c:2]1[n:3][c:4](-[c:12]2[cH:13][cH:14][c:15]([C:18]([F:19])([F:20])[F:21])[cH:16][cH:17]2)[s:5][c:6]1[C:7](=[O:8])[O:9][CH2:10][CH3:11])[Br:22]. Starting materials: C([O-])([O-])=O.[K+].[K+] (potassium carbonate), O (water), COC(C(C(=O)CCl)=NOCCC)=O (4-chloro-2-(n-propoxyimino)acetoacetic acid methyl ester), NC(=S)N (thiourea), sodium acetate(trihydrate). Run in C(C)O (ethanol). Conditions: temperature 40 celsius, time 1 hour. The product is COC(\C(=N/OCCC)\C=1N=C(SC1)N)=O (2-(2-amino-4-thiazolyl)-(Z)-2-(n-propoxyimino)acetic acid methyl ester). RXN SMILES: O.[CH3:2][O:3][C:4](=[O:15])[C:5](=[N:10][O:11][CH2:12][CH2:13][CH3:14])[C:6]([CH2:8]Cl)=O.[NH2:16][C:17]([NH2:19])=[S:18].C(=O)([O-])[O-].[K+].[K+]>C(O)C>[CH3:2][O:3][C:4](=[O:15])/[C:5](/[C:6]1[N:16]=[C:17]([NH2:19])[S:18][CH:8]=1)=[N:10]\[O:11][CH2:12][CH2:13][CH3:14] |f:3.4.5|. Procedure details: To a mixture solution of 20ml of water and 25 ml of ethanol are added 7.0 g of 4-chloro-2-(n-propoxyimino)acetoacetic acid methyl ester, 2.4 g of thiourea and 4.3 g of sodium acetate(trihydrate). The mixture is stirred for one hour at 40° C. The reaction mixture is, under cooling, adjusted to pH 6.5 with a saturated aqueous solution of potassium carbonate, followed by stirring for 30 minutes. The resulting crystals are collected by filtration, washed with water and isopropyl ether in this order,... Reactants: C1CCOC1, CO, COC(=O)c1cc2c([nH]1)CCC2c1ccc(Cl)cc1, [Na+], [OH-]. Yields the product O=C(O)c1cc2c([nH]1)CCC2c1ccc(Cl)cc1. Reaction SMILES: [CH2:22]1[O:23][CH2:24][CH2:25][CH2:26]1.[CH3:27][OH:28].[Cl:1][c:2]1[cH:3][cH:4][c:5]([CH:8]2[CH2:9][CH2:10][c:11]3[nH:12][c:13]([C:16](=[O:17])[O:18][CH3:19])[cH:14][c:15]32)[cH:6][cH:7]1.[Na+:21].[OH-:20]>>[Cl:1][c:2]1[cH:3][cH:4][c:5]([CH:8]2[CH2:9][CH2:10][c:11]3[nH:12][c:13]([C:16](=[O:17])[OH:18])[cH:14][c:15]32)[cH:6][cH:7]1. The reactants are OC(=O)C(F)(F)F.C(C1=CC=CC=C1)N1CC(CCC1)NC=1C=C(C=2N(N1)C=CN2)NC2=CC=C(C=C2)OCC (N-(1-benzylpiperidin-3-yl)-N8-(4-ethoxyphenyl)imidazo[1,2-b]pyridazine-6,8-diamine TFA salt), C(C1=CC=CC=C1)N1CC(CCC1)N (1-benzylpiperidin-3-amine). The reagents and catalysts are C(C)(=O)O (acetic acid), [Pd] (Pd/C). Solvent: CO (MeOH). The product is C(C)OC1=CC=C(C=C1)NC=1C=2N(N=C(C1)NC1CNCCC1)C=CN2 (N8-[4-(ethyloxy)phenyl]-N6-piperidin-3-ylimidazo[1,2-b]pyridazine-6,8-diamine). Isolated yield 6.8%. Reaction SMILES: OC(C(F)(F)F)=O.C([N:15]1[CH2:20][CH2:19][CH2:18][CH:17]([NH:21][C:22]2[CH:23]=[C:24]([NH:31][C:32]3[CH:37]=[CH:36][C:35]([O:38][CH2:39][CH3:40])=[CH:34][CH:33]=3)[C:25]3[N:26]([CH:28]=[CH:29][N:30]=3)[N:27]=2)[CH2:16]1)C1C=CC=CC=1.C(N1CCCC(N)C1)C1C=CC=CC=1>C(O)(=O)C.[Pd].CO>[CH2:39]([O:38][C:35]1[CH:34]=[CH:33][C:32]([NH:31][C:24]2[C:25]3[N:26]([CH:28]=[CH:29][N:30]=3)[N:27]=[C:22]([NH:21][CH:17]3[CH2:18][CH2:19][CH2:20][NH:15][CH2:16]3)[CH:23]=2)=[CH:37][CH:36]=1)[CH3:40] |f:0.1|. Procedure: To a mixture of a N-(1-benzylpiperidin-3-yl)-N8-(4-ethoxyphenyl)imidazo[1,2-b]pyridazine-6,8-diamine TFA salt (14 mg, 0.021 mmol), prepared by the method of example I(1) using 1-benzylpiperidin-3-amine in place of trans-1,4-diaminocyclohexane in step (1d), and MeOH (5 mL) in a 500 ml PARR bottle was added 10% Pd/C (20 mg) and 3 drops of glacial acetic acid. The PARR bottle was then charged with H2 at 55 psi and allow to shake at room temperature for hours. The reaction mixture was then filtered ... Reaction SMILES: [CH3:1][O:2][C:3]([C:5]1[C:6](=[O:17])[S:7][C:8]2[C:13]([C:14]=1[OH:15])=[CH:12][C:11](Br)=[CH:10][CH:9]=2)=[O:4].[CH3:18][O:19][C:20]1[CH:25]=[CH:24][C:23](B(O)O)=[CH:22][CH:21]=1>>[CH3:1][O:2][C:3]([C:5]1[C:6](=[O:17])[S:7][C:8]2[C:13]([C:14]=1[OH:15])=[CH:12][C:11]([C:23]1[CH:24]=[CH:25][C:20]([O:19][CH3:18])=[CH:21][CH:22]=1)=[CH:10][CH:9]=2)=[O:4]. Yields the product COC(=O)C=1C(SC2=CC=C(C=C2C1O)C1=CC=C(C=C1)OC)=O (4-Hydroxy-6-(4-methoxy-phenyl)-2-oxo-2H-thiochromene-3-carboxylic acid methyl ester). Reactants: COC(=O)C=1C(SC2=CC=C(C=C2C1O)Br)=O (6-bromo-4-hydroxy-2-oxo-2H-thiochromene-3-carboxylic acid methyl ester), COC1=CC=C(C=C1)B(O)O (4-methoxy-phenylboronic acid). Reported procedure: 4-Hydroxy-6-(4-methoxy-phenyl)-2-oxo-2H-thiochromene-3-carboxylic acid methyl ester was prepared from 6-bromo-4-hydroxy-2-oxo-2H-thiochromene-3-carboxylic acid methyl ester under conditions analogous to Example 7(a) using 4-methoxy-phenylboronic acid. 1H NMR (200 MHz, CDCl3): δ (ppm)=8.521 (s, 1H), 7.803-7.352 (m, 5H), 7.001 (s, 1H), 4.022 (s, 3H), 3.864 (s, 3H). Reactants: C1COCCO1, O=S(Cl)Cl, COc1ccc(CN(CCO)Cc2c[nH]cn2)cc1. Product: COc1ccc(CN(CCCl)Cc2c[nH]cn2)cc1. RXN SMILES: [O:24]1[CH2:25][CH2:26][O:27][CH2:28][CH2:29]1.[S:20]([Cl:21])([Cl:22])=[O:23].[nH:1]1[cH:2][n:3][c:4]([CH2:6][N:7]([CH2:8][CH2:9][OH:10])[CH2:11][c:12]2[cH:13][cH:14][c:15]([O:18][CH3:19])[cH:16][cH:17]2)[cH:5]1>>[nH:1]1[cH:2][n:3][c:4]([CH2:6][N:7]([CH2:8][CH2:9][Cl:22])[CH2:11][c:12]2[cH:13][cH:14][c:15]([O:18][CH3:19])[cH:16][cH:17]2)[cH:5]1. Reactants: [H-].[Na+] (sodium hydride), COC(=O)C=1C=C(C=C2C=CNC12)Br (5-bromo-indole-7-carboxylic acid methyl ester), IC (iodomethane). The solvent is CN(C)C=O (DMF). Yields the product COC(=O)C=1C=C(C=C2C=CN(C12)C)Br (5-Bromo-1-methyl-1H-indole-7-carboxylic acid methyl ester). Yield: 91.7%. Reaction SMILES: [CH3:1][O:2][C:3]([C:5]1[CH:6]=[C:7]([Br:14])[CH:8]=[C:9]2[C:13]=1[NH:12][CH:11]=[CH:10]2)=[O:4].[H-].[Na+].I[CH3:18]>CN(C=O)C>[CH3:1][O:2][C:3]([C:5]1[CH:6]=[C:7]([Br:14])[CH:8]=[C:9]2[C:13]=1[N:12]([CH3:18])[CH:11]=[CH:10]2)=[O:4] |f:1.2|. Procedure details: A solution of the 5-bromo-indole-7-carboxylic acid methyl ester (300 mg, 1.18 mmol) in DMF (15 mL) was cooled to 0° C. under nitrogen and treated with sodium hydride (60% in mineral oil) (56.6 gm, 1.4 mmol). After stirring for 15 minutes the iodomethane (0.08 mL, 1.3 mmol) was introduced and the cooling bath was removed (reaction became light purple). After 30 minutes the reaction was quenched with water (5 ml) and then concentrated to reduce the volume of DMF. The reaction was poured into water...